This data is from the Open Reaction Database (ORD), a public repository of structured organic reaction records. The task is: describe an organic reaction: reactants, conditions, products, and yield Starting materials: C(C)(=O)Cl (Acetyl chloride), COC(C1=C(C=CC=C1)NC1=C(C(=CC=C1)C(C)NO)Cl)=O (2[[2-chloro-3-[1-(N-hydroxyamino)ethyl]phenyl]amino]benzoic acid methyl ester), C(C)(=O)[O-].[Na+] (sodium acetate), O1CCOCC1 (dioxane). Run in O (water), O (water). Run at time 8 hour. Product: COC(C1=C(C=CC=C1)NC1=C(C(=CC=C1)C(C)N(O)C(C)=O)Cl)=O (2-[[3-[1-(acetylhydroxyamino)ethyl]-2-chlorophenyl]amino]benzoic acid methyl ester). Yield: 15.1%. Reaction SMILES: [C:1](Cl)(=[O:3])[CH3:2].[CH3:5][O:6][C:7](=[O:26])[C:8]1[CH:13]=[CH:12][CH:11]=[CH:10][C:9]=1[NH:14][C:15]1[CH:20]=[CH:19][CH:18]=[C:17]([CH:21]([NH:23][OH:24])[CH3:22])[C:16]=1[Cl:25].C([O-])(=O)C.[Na+].O1CCOCC1>O>[CH3:5][O:6][C:7](=[O:26])[C:8]1[CH:13]=[CH:12][CH:11]=[CH:10][C:9]=1[NH:14][C:15]1[CH:20]=[CH:19][CH:18]=[C:17]([CH:21]([N:23]([C:1](=[O:3])[CH3:2])[OH:24])[CH3:22])[C:16]=1[Cl:25] |f:2.3|. Procedure: Acetyl chloride (0.49 g, 6.2 mmol) is added dropwise to a mixture of 2[[2-chloro-3-[1-(N-hydroxyamino)ethyl]phenyl]amino]benzoic acid methyl ester (2.0 g, 6.2 mmol) and sodium acetate (0.77 g, 9.4 mmol) in 2:1 dioxane:water with ice bath cooling. The reaction mixture is stirred at room temperature overnight. It is then diluted with water (100 mL) and extracted with ethyl acetate (200 mL). The organic layer is washed with water (200 mL) and brine (100 mL), and is dried over magnesium sulfate. Eva... The reactants are ClC=1C=C2C(CCOC2=CC1O)C(=O)OCC (ethyl 6-chloro-7-hydroxychroman-4-carboxylate), Cl.CN(CC(=O)O)C (N,N-dimethyl glycine hydrochloride), cuprous chloride, C([O-])([O-])=O.[Cs+].[Cs+] (Cesium carbonate), BrC1=CC=C(C(=O)OC(C)(C)C)C=C1 (Tert-butyl 4-bromobenzoate), C (charcoal). The solvent is hexanes, O1CCOCC1 (dioxane), O1CCOCC1 (dioxane), C(C)(=O)OCC (ethyl acetate). Conditions: temperature 96 celsius. Yields the product C(C)(C)(C)OC(=O)C1=CC=C(OC2=C(C=C3C(CCOC3=C2)C(=O)OCC)Cl)C=C1 (ethyl 7-(4-(tert-butoxycarbonyl)-phenoxy)-6-chlorochroman-4-carboxylate). Yield: 102.2%. Reaction SMILES: Br[C:2]1[CH:14]=[CH:13][C:5]([C:6]([O:8][C:9]([CH3:12])([CH3:11])[CH3:10])=[O:7])=[CH:4][CH:3]=1.[Cl:15][C:16]1[CH:17]=[C:18]2[C:23](=[CH:24][C:25]=1[OH:26])[O:22][CH2:21][CH2:20][CH:19]2[C:27]([O:29][CH2:30][CH3:31])=[O:28].Cl.CN(C)CC(O)=O.C(=O)([O-])[O-].[Cs+].[Cs+].C>O1CCOCC1.C(OCC)(=O)C>[C:9]([O:8][C:6]([C:5]1[CH:13]=[CH:14][C:2]([O:26][C:25]2[CH:24]=[C:23]3[C:18]([CH:19]([C:27]([O:29][CH2:30][CH3:31])=[O:28])[CH2:20][CH2:21][O:22]3)=[CH:17][C:16]=2[Cl:15])=[CH:3][CH:4]=1)=[O:7])([CH3:12])([CH3:11])[CH3:10] |f:2.3,4.5.6|. Reported procedure: Tert-butyl 4-bromobenzoate (210.4 g, 818.2 mmol) was dissolved in 1 L of dioxane, which was previously degassed with argon, in a 4-neck 5 L round bottom flask equipped with a mechanical stirrer and a reflux condenser. Under argon flow and with stirring, ethyl 6-chloro-7-hydroxychroman-4-carboxylate (176.4 g, 687.2 mmol), N,N-dimethyl glycine hydrochloride (35.7 g, 346.2 mmol) and cuprous chloride (34.0 g, 342.9 mmol) were added via a funnel. Cesium carbonate then added and an additional 0.5 L of...